describe an organic reaction: reactants, conditions, products, and yield From a dataset of the Open Reaction Database (ORD), a public repository of structured organic reaction records. Reactants: BrCCCCCCBr, [Na+], [OH-], O, SCCCc1ccccc1. Product: BrCCCCCCSCCCc1ccccc1. Reaction SMILES: [Br:11][CH2:12][CH2:13][CH2:14][CH2:15][CH2:16][CH2:17][Br:18].[Na+:20].[OH-:19].[OH2:21].[c:1]1([CH2:7][CH2:8][CH2:9][SH:10])[cH:2][cH:3][cH:4][cH:5][cH:6]1>>[c:1]1([CH2:7][CH2:8][CH2:9][S:10][CH2:17][CH2:16][CH2:15][CH2:14][CH2:13][CH2:12][Br:11])[cH:2][cH:3][cH:4][cH:5][cH:6]1. Reactants: CO, [H][H], C=C(C(=O)c1ccc(O)cc1O)c1ccc(O)c(O)c1. Product: CC(C(=O)c1ccc(O)cc1O)c1ccc(O)c(O)c1. RXN SMILES: [CH3:23][OH:24].[H:21][H:22].[OH:1][c:2]1[c:3]([C:9]([C:10](=[CH2:11])[c:12]2[cH:13][c:14]([OH:19])[c:15]([OH:18])[cH:16][cH:17]2)=[O:20])[cH:4][cH:5][c:6]([OH:8])[cH:7]1>>[OH:1][c:2]1[c:3]([C:9]([CH:10]([CH3:11])[c:12]2[cH:13][c:14]([OH:19])[c:15]([OH:18])[cH:16][cH:17]2)=[O:20])[cH:4][cH:5][c:6]([OH:8])[cH:7]1.